Dataset: the Open Reaction Database (ORD), a public repository of structured organic reaction records. Task: describe an organic reaction: reactants, conditions, products, and yield Starting materials: O=C([O-])[O-], CCOc1ccc(B2OC(C)(C)C(C)(C)O2)c(F)c1C#N, COCCOC, [Na+], [Na+], c1ccc(P(c2ccccc2)(c2ccccc2)[Pd](P(c2ccccc2)(c2ccccc2)c2ccccc2)(P(c2ccccc2)(c2ccccc2)c2ccccc2)P(c2ccccc2)(c2ccccc2)c2ccccc2)cc1, c1c[nH]cn1. Product: CCOc1ccc(-c2c[nH]cn2)c(F)c1C#N. As a reaction SMILES: [C:22](=[O:23])([O-:24])[O-:25].[CH2:1]([CH3:2])[O:3][c:4]1[cH:5][cH:6][c:7]([B:13]2[O:14][C:15]([CH3:16])([CH3:17])[C:18]([CH3:19])([CH3:20])[O:21]2)[c:8]([F:12])[c:9]1[C:10]#[N:11].[CH2:33]([CH2:34][O:35][CH3:36])[O:37][CH3:38].[Na+:26].[Na+:27].[cH:39]1[cH:40][cH:41][c:42]([P:43]([Pd:44]([P:45]([c:46]2[cH:47][cH:48][cH:49][cH:50][cH:51]2)([c:52]2[cH:53][cH:54][cH:55][cH:56][cH:57]2)[c:58]2[cH:59][cH:60][cH:61][cH:62][cH:63]2)([P:64]([c:65]2[cH:66][cH:67][cH:68][cH:69][cH:70]2)([c:71]2[cH:72][cH:73][cH:74][cH:75][cH:76]2)[c:77]2[cH:78][cH:79][cH:80][cH:81][cH:82]2)[P:83]([c:84]2[cH:85][cH:86][cH:87][cH:88][cH:89]2)([c:90]2[cH:91][cH:92][cH:93][cH:94][cH:95]2)[c:96]2[cH:97][cH:98][cH:99][cH:100][cH:101]2)([c:102]2[cH:103][cH:104][cH:105][cH:106][cH:107]2)[c:108]2[cH:109][cH:110][cH:111][cH:112][cH:113]2)[cH:114][cH:115]1.[nH:28]1[cH:29][n:30][cH:31][cH:32]1>>[CH2:1]([CH3:2])[O:3][c:4]1[cH:5][cH:6][c:7](-[c:32]2[n:28][cH:29][nH:30][cH:31]2)[c:8]([F:12])[c:9]1[C:10]#[N:11].